This data is from the Open Reaction Database (ORD), a public repository of structured organic reaction records. The task is: describe an organic reaction: reactants, conditions, products, and yield Starting materials: CN(C)CCc1c[nH]c2ccc(CCS(=O)(=O)Oc3ccccc3)cc12, CN, c1ccncc1. Product: CNS(=O)(=O)CCc1ccc2[nH]cc(CCN(C)C)c2c1. Reaction SMILES: [CH3:1][N:2]([CH2:3][CH2:4][c:5]1[cH:6][nH:7][c:8]2[cH:9][cH:10][c:11]([CH2:14][CH2:15][S:16](=[O:18])([O:19][c:17]3[cH:20][cH:21][cH:22][cH:23][cH:24]3)=[O:25])[cH:12][c:13]12)[CH3:26].[CH3:27][NH2:28].[cH:29]1[cH:30][cH:31][n:32][cH:33][cH:34]1>>[CH3:1][N:2]([CH2:3][CH2:4][c:5]1[cH:6][nH:7][c:8]2[cH:9][cH:10][c:11]([CH2:14][CH2:15][S:16](=[O:18])(=[O:19])[NH:28][CH3:27])[cH:12][c:13]12)[CH3:26]. The reactants are N1(CCOCC1)CCN (2-morpholin-4-yl-ethylamine), ClC1=C(C2=C(C=N1)C(OC2CC)=C2C(NC1=CC=C(C=C21)F)=O)Cl (3-(6,7-dichloro-1-ethyl-1H-furo[3,4-c]pyridin-3-ylidene)-5-fluoro-1,3-dihydro-indol-2-one), O (water). Solvent: O1CCOCC1 (dioxane). Reaction conditions: temperature 100 celsius. Yields the product ClC=1C2=C(C=NC1NCCN1CCOCC1)C(OC2CC)=C2C(NC1=CC=C(C=C21)F)=O (3-[7-Chloro-1-ethyl-6-(2-morpholin-4-yl-ethylamino)-1H-furo[3,4-c]pyridin-3-ylidene]-5-fluoro-1,3-dihydro-indol-2-one). Isolated yield 17.8%. Reaction SMILES: [N:1]1([CH2:7][CH2:8][NH2:9])[CH2:6][CH2:5][O:4][CH2:3][CH2:2]1.Cl[C:11]1[N:16]=[CH:15][C:14]2[C:17](=[C:22]3[C:30]4[C:25](=[CH:26][CH:27]=[C:28]([F:31])[CH:29]=4)[NH:24][C:23]3=[O:32])[O:18][CH:19]([CH2:20][CH3:21])[C:13]=2[C:12]=1[Cl:33].O>O1CCOCC1>[Cl:33][C:12]1[C:13]2[CH:19]([CH2:20][CH3:21])[O:18][C:17](=[C:22]3[C:30]4[C:25](=[CH:26][CH:27]=[C:28]([F:31])[CH:29]=4)[NH:24][C:23]3=[O:32])[C:14]=2[CH:15]=[N:16][C:11]=1[NH:9][CH2:8][CH2:7][N:1]1[CH2:6][CH2:5][O:4][CH2:3][CH2:2]1. Reported procedure: A solution of 2-morpholin-4-yl-ethylamine (178 mg, 1.37 mmol) in 3 mL of dioxane is treated with 3-(6,7-dichloro-1-ethyl-1H-furo[3,4-c]pyridin-3-ylidene)-5-fluoro-1,3-dihydro-indol-2-one (100 mg, 0.27 mmol) in one portion and the reaction mixture is heated to 100° C. for 12 hr. The reaction mixture is treated with 12 mL of water and then heated at reflux for 1 hr. The reaction mixture is cooled to room temperature and the precipitate which formed is collected by filtration and dried under vacuum... The reactants are C(=O)(Cl)Cl.C1(=CC=CC=C1)O (Phosgene phenol), C1(=CC=CC=C1)O (phenol), C1(=CC=CC=C1)CC1=CC=CC=C1 (diphenylmethane), [PH2](=O)O (hypophosphorous acid), C(=O)(Cl)Cl (Phosgene). Reaction conditions: temperature 120 celsius. The product is C(OC1=CC=CC=C1)(OC1=CC=CC=C1)=O (diphenyl carbonate), C1(=CC=CC=C1)OC(=O)Cl (phenylchloroformate), C1(=CC=CC=C1)O (phenol). RXN SMILES: [C:1]1([OH:7])[CH:6]=[CH:5][CH:4]=[CH:3][CH:2]=1.C1(CC2C=CC=CC=2)C=CC=CC=1.[PH2](O)=O.[C:24](Cl)(Cl)=[O:25].[C:28](Cl)([Cl:30])=[O:29].[C:32]1([OH:38])[CH:37]=[CH:36][CH:35]=[CH:34][CH:33]=1>>[C:24](=[O:25])([O:38][C:32]1[CH:37]=[CH:36][CH:35]=[CH:34][CH:33]=1)[O:7][C:1]1[CH:6]=[CH:5][CH:4]=[CH:3][CH:2]=1.[C:1]1([O:7][C:28]([Cl:30])=[O:29])[CH:6]=[CH:5][CH:4]=[CH:3][CH:2]=1.[C:1]1([OH:7])[CH:6]=[CH:5][CH:4]=[CH:3][CH:2]=1 |f:4.5|. Reported procedure: The reactor of Example 1 is charged with phenol (319.0 g, 3.390 mol), diphenylmethane as an internal GC standard (3.0723 g), and 50 weight percent hypophosphorous acid (7.046 g). Phosgene (64.6 g, 0.65 mol) is passed into the reactor for 90 min. Phosgene/phenol molar ratio is 0.19. After heating at 120° C. an additional 4 hr the reactor is cooled to ambient temperature. Analysis by GC yields diphenyl carbonate (29.1 mmol), phenylchloroformate (156.7 mmol) and phenol (2.96 mol). Selectivity to ph... Starting materials: C(C\C=C/C\C=C/C\C=C/C\C=C/C\C=C/CC)OC(C(=O)OC(C)(C)C)CC (tert-butyl 2-((3Z,6Z,9Z,12Z,15Z)-octadeca-3,6,9,12,15-pentaen-1-yloxy)butanoate). Run in C(=O)O (HCOOH), C(C)OCC (diethyl ether). Conditions: temperature 40 celsius, time 6 hour. Yields the product C(C\C=C/C\C=C/C\C=C/C\C=C/C\C=C/CC)OC(C(=O)O)CC (2-((3Z,6Z,9Z,12Z,15Z)-octadeca-3,6,9,12,15-pentaen-1-yloxy)butanoic acid). The yield is 67.4%. RXN SMILES: [CH2:1]([O:19][CH:20]([CH2:28][CH3:29])[C:21]([O:23]C(C)(C)C)=[O:22])[CH2:2]/[CH:3]=[CH:4]\[CH2:5]/[CH:6]=[CH:7]\[CH2:8]/[CH:9]=[CH:10]\[CH2:11]/[CH:12]=[CH:13]\[CH2:14]/[CH:15]=[CH:16]\[CH2:17][CH3:18]>C(O)=O.C(OCC)C>[CH2:1]([O:19][CH:20]([CH2:28][CH3:29])[C:21]([OH:23])=[O:22])[CH2:2]/[CH:3]=[CH:4]\[CH2:5]/[CH:6]=[CH:7]\[CH2:8]/[CH:9]=[CH:10]\[CH2:11]/[CH:12]=[CH:13]\[CH2:14]/[CH:15]=[CH:16]\[CH2:17][CH3:18]. Procedure details: A mixture of tert-butyl 2-((3Z,6Z,9Z,12Z,15Z)-octadeca-3,6,9,12,15-pentaen-1-yloxy)butanoate (2.09 g, 4.58 mmol) in HCOOH (9 mL) was stirred at 40° C. under N2-atmosphere for 6 hrs. The reaction mixture was diluted with diethyl ether (100 mL), washed with water (30 mL), dried (MgSO4), filtered and evaporated under reduced pressure. Dry-flash on silica gel (50 g) eluting with toluene-toluene/EtOAc (85:15) yielded 1.44 g of the crude title compound. Flash chromatography on silica gel (30 g) elutin... RXN SMILES: [CH3:38][OH:39].[CH:14](=[O:15])[c:16]1[cH:17][c:18](-[c:22]2[cH:23][c:24]([C:28](=[O:29])[NH:30][CH2:31][CH2:32][N:33]3[CH2:34][CH2:35][CH2:36][CH2:37]3)[cH:25][cH:26][cH:27]2)[cH:19][cH:20][cH:21]1.[NH2:1][CH2:2][CH2:3][c:4]1[cH:5][cH:6][c:7]([S:10](=[O:11])(=[O:12])[NH2:13])[cH:8][cH:9]1.[O:40]1[CH2:41][CH2:42][CH2:43][CH2:44]1>>[NH:1]([CH2:2][CH2:3][c:4]1[cH:5][cH:6][c:7]([S:10](=[O:11])(=[O:12])[NH2:13])[cH:8][cH:9]1)[CH2:14][c:16]1[cH:17][c:18](-[c:22]2[cH:23][c:24]([C:28](=[O:29])[NH:30][CH2:31][CH2:32][N:33]3[CH2:34][CH2:35][CH2:36][CH2:37]3)[cH:25][cH:26][cH:27]2)[cH:19][cH:20][cH:21]1. The reactants are CO, O=Cc1cccc(-c2cccc(C(=O)NCCN3CCCC3)c2)c1, NCCc1ccc(S(N)(=O)=O)cc1, C1CCOC1. Yields the product NS(=O)(=O)c1ccc(CCNCc2cccc(-c3cccc(C(=O)NCCN4CCCC4)c3)c2)cc1. Reactants: Br, CC(=O)SCCC(=O)N1CC(=O)CC1C(=O)O, CSC(CSC(C)=O)C(=O)O, [Cl-], O=C1CNC(C(=O)O)C1. Product: CSC(CSC(C)=O)C(=O)N1CC(=O)CC1C(=O)O. Reaction SMILES: [BrH:22].[C:23]([S:24][CH2:25][CH2:26][C:27]([N:28]1[CH2:29][C:30](=[O:31])[CH2:32][CH:33]1[C:34]([OH:35])=[O:36])=[O:37])(=[O:38])[CH3:39].[C:2]([CH3:3])(=[O:4])[S:5][CH2:6][CH:7]([C:8](=[O:9])[OH:10])[S:11][CH3:12].[Cl-:1].[O:13]=[C:14]1[CH2:15][CH:16]([C:19](=[O:20])[OH:21])[NH:17][CH2:18]1>>[C:2]([CH3:3])(=[O:4])[S:5][CH2:6][CH:7]([C:8](=[O:10])[N:17]1[CH:16]([C:19](=[O:20])[OH:21])[CH2:15][C:14](=[O:13])[CH2:18]1)[S:11][CH3:12]. Starting materials: CO, COC([O-])[O-], O=C(O)c1cccc([N+](=O)[O-])c1C(=O)O, O=S(=O)(O)O. Product: COC(=O)c1cccc([N+](=O)[O-])c1C(=O)O. As a reaction SMILES: [CH3:26][OH:27].[CH:16]([O-:17])([O-:18])[O:19][CH3:20].[N+:1](=[O:2])([O-:3])[c:4]1[c:5]([C:13](=[O:14])[OH:15])[c:6]([C:7](=[O:8])[OH:9])[cH:10][cH:11][cH:12]1.[S:21](=[O:22])(=[O:23])([OH:24])[OH:25]>>[N+:1](=[O:2])([O-:3])[c:4]1[c:5]([C:13](=[O:14])[OH:15])[c:6]([C:7](=[O:8])[O:9][CH3:16])[cH:10][cH:11][cH:12]1.